Dataset: the Open Reaction Database (ORD), a public repository of structured organic reaction records. Task: describe an organic reaction: reactants, conditions, products, and yield The reactants are C(#N)[C@@H]1CC[C@H](CC1)C(=O)O (Trans-4-cyanocyclohexanecarboxylic acid), C(#N)[C@@H]1CC[C@H](CC1)C(=O)OC(C)Cl (1-(trans-4-cyanocyclohexanoyloxy)ethyl chloride). Reagents/catalysts: S(=O)(=O)(O)[O-].C(CCC)[N+](CCCC)(CCCC)CCCC (tetrabutylammonium hydrogen sulfate). The solvent is [OH-].[Na+] (sodium hydroxide). Yields the product C(#N)[C@@H]1CC[C@H](CC1)C(=O)OC(C)OC(=O)[C@@H]1CC[C@H](CC1)C#N (1,1-Ethandiol bis-(trans-4-cyanocyclohexanecarboxylate)). RXN SMILES: [C:1]([C@H:3]1[CH2:8][CH2:7][C@H:6]([C:9]([OH:11])=[O:10])[CH2:5][CH2:4]1)#[N:2].[C:12]([C@H:14]1[CH2:19][CH2:18][C@H:17]([C:20]([O:22][CH:23](Cl)[CH3:24])=[O:21])[CH2:16][CH2:15]1)#[N:13]>S([O-])(O)(=O)=O.C([N+](CCCC)(CCCC)CCCC)CCC.[OH-].[Na+]>[C:1]([C@H:3]1[CH2:4][CH2:5][C@H:6]([C:9]([O:11][CH:23]([O:22][C:20]([C@H:17]2[CH2:18][CH2:19][C@H:14]([C:12]#[N:13])[CH2:15][CH2:16]2)=[O:21])[CH3:24])=[O:10])[CH2:7][CH2:8]1)#[N:2] |f:2.3,4.5|. Procedure: Trans-4-cyanocyclohexanecarboxylic acid (11.5 g; 0.075 mol) and tetrabutylammonium hydrogen sulfate (25.5 g; 0.075 mol) was dissolved in 2M sodium hydroxide and extracted with ethanolfree chloroform. The chloroform solution was dried and the solvent evaporated. The residue was dissolved in trichloroethylene (600 ml) and 1-(trans-4-cyanocyclohexanoyloxy)ethyl chloride (10.8 g; 0.05 mol) was added. The solution was refluxed for 8 h. It was then washed, dried and evaporated. Yield 17.1 g, m.p. 75°-... Starting materials: [OH-].[Na+] (sodium hydroxide), Cl (hydrochloric acid), C(C)OC(CC(=O)NC1=C(C=CC=C1)S(N)(=O)=O)=O (N-(2-sulfamoyl-phenyl)-malonamic acid ethyl ester), [OH-].[Na+] (sodium hydroxide). Run at temperature 110 celsius. Yields the product crude product, O=S1(N=C(NC2=C1C=CC=C2)CC(=O)O)=O ((1,1-dioxo-1,4-dihydro-1λ6-benzo[1,2,4]thiadiazin-3-yl)-acetic acid). Reported procedure: Solid sodium hydroxide (3.48 g, 87 mmol) was dissolved in water to make a saturated solution. The crude N-(2-sulfamoyl-phenyl)-malonamic acid ethyl ester was added into the sodium hydroxide solution. The reaction mixture was heated at 110° C. for 2.5 h, and then was cooled down to 25° C. The reaction mixture was acidified by slowly adding a 12.0 M aqueous hydrochloric acid solution (9.67 g, 116 mmol) while cooling in an ice-water bath. The product precipitated and was collected by vacuum filtrat... Run in O (water). As a reaction SMILES: [OH-].[Na+].C([O:5][C:6](=[O:21])[CH2:7][C:8]([NH:10][C:11]1[CH:16]=[CH:15][CH:14]=[CH:13][C:12]=1[S:17](=[O:20])(=[O:19])[NH2:18])=O)C.Cl>O>[O:19]=[S:17]1(=[O:20])[C:12]2[CH:13]=[CH:14][CH:15]=[CH:16][C:11]=2[NH:10][C:8]([CH2:7][C:6]([OH:5])=[O:21])=[N:18]1 |f:0.1|. The yield is 71.7%.